This data is from the Open Reaction Database (ORD), a public repository of structured organic reaction records. The task is: describe an organic reaction: reactants, conditions, products, and yield Reactants: OC1=C(N(S(C2=C1SC1=C2C=CC=C1)(=O)=O)C)C(=O)OC (methyl 4-hydroxy-2-methyl-2H-[1]benzothieno[2,3-e]-1,2-thiazine-3-carboxylate-1,1-dioxide), CC1=CC(=NC=C1)N (4-methyl-2-amino-pyridine). Yields the product OC1=C(N(S(C2=C1SC1=C2C=CC=C1)(=O)=O)C)C(=O)NC1=NC=CC(=C1)C (4-Hydroxy-2-methyl-N-(4-methyl-2-pyridyl)-2H-[1]benzothieno-[2,3-e]-1,2-thiazine-3-carboxamide-1,1-dioxide). The yield is 31.0%. RXN SMILES: [OH:1][C:2]1[C:7]2[S:8][C:9]3[CH:14]=[CH:13][CH:12]=[CH:11][C:10]=3[C:6]=2[S:5](=[O:16])(=[O:15])[N:4]([CH3:17])[C:3]=1[C:18](OC)=[O:19].[CH3:22][C:23]1[CH:28]=[CH:27][N:26]=[C:25]([NH2:29])[CH:24]=1>>[OH:1][C:2]1[C:7]2[S:8][C:9]3[CH:14]=[CH:13][CH:12]=[CH:11][C:10]=3[C:6]=2[S:5](=[O:16])(=[O:15])[N:4]([CH3:17])[C:3]=1[C:18]([NH:29][C:25]1[CH:24]=[C:23]([CH3:22])[CH:28]=[CH:27][N:26]=1)=[O:19]. Procedure details: Prepared analogous to Example 1 from methyl 4-hydroxy-2-methyl-2H-[1]benzothieno[2,3-e]-1,2-thiazine-3-carboxylate-1,1-dioxide and 4-methyl-2-amino-pyridine with a yield of 31% of theory. RXN SMILES: [CH3:1][C:2]1[N:7]=[C:6](/[CH:8]=[CH:9]/[C:10]2[S:11][CH:12]=[CH:13][CH:14]=2)[N:5]=[C:4](O)[CH:3]=1.O=P(Cl)(Cl)[Cl:18]>>[Cl:18][C:4]1[CH:3]=[C:2]([CH3:1])[N:7]=[C:6](/[CH:8]=[CH:9]/[C:10]2[S:11][CH:12]=[CH:13][CH:14]=2)[N:5]=1. Reported procedure: In analogy to example 12c), by heating (E)-6-methyl-2-(2-thiophen-2-yl-vinyl)-pyrimidin-4-ol (0.38 g, 1.74 mmol) in POCl3 (3.19 ml, 34.8 mmol) at 130° C. for 4.5 h was obtained (E)-4-chloro-6-methyl-2-(2-thiophen-2-yl-vinyl)-pyrimidine (0.236 g, 57%) as a light yellow solid. EI mass spectrum, m/e: 236 (M calculated for C11H9ClN2S: 236). The product is ClC1=NC(=NC(=C1)C)\C=C\C=1SC=CC1 ((E)-4-chloro-6-methyl-2-(2-thiophen-2-yl-vinyl)-pyrimidine). Yield: 57.3%. Reactants: CC1=CC(=NC(=N1)\C=C\C=1SC=CC1)O ((E)-6-methyl-2-(2-thiophen-2-yl-vinyl)-pyrimidin-4-ol), O=P(Cl)(Cl)Cl (POCl3). Reactants: C(C1=CC=CC=C1)OC1=CC(NN=C1)=O (5-Benzyloxy-2H-pyridazin-3-one), C([O-])([O-])=O.[Cs+].[Cs+] (cesium carbonate), C(C)(C)(C)OC(=O)N1CC2=CC(=CC=C2CC1)CCI (7-(2-iodoethyl)-3,4-dihydro-1H-isoquinoline-2-carboxylic acid tert-butyl ester). Run in CN(C)C=O (DMF). Reaction conditions: time 8 hour. Yields the product C(C)(C)(C)OC(=O)N1CC2=CC(=CC=C2CC1)CCN1N=CC(=CC1=O)OCC1=CC=CC=C1 (7-[2-(4-Benzyloxy-6-oxo-6H-pyridazin-1-yl)-ethyl]-3,4-dihydro-1H-isoquinoline-2-carboxylic Acid Tert-Butyl Ester). As a reaction SMILES: [CH2:1]([O:8][C:9]1[CH:14]=[N:13][NH:12][C:11](=[O:15])[CH:10]=1)[C:2]1[CH:7]=[CH:6][CH:5]=[CH:4][CH:3]=1.C(=O)([O-])[O-].[Cs+].[Cs+].[C:22]([O:26][C:27]([N:29]1[CH2:38][CH2:37][C:36]2[C:31](=[CH:32][C:33]([CH2:39][CH2:40]I)=[CH:34][CH:35]=2)[CH2:30]1)=[O:28])([CH3:25])([CH3:24])[CH3:23]>CN(C=O)C>[C:22]([O:26][C:27]([N:29]1[CH2:38][CH2:37][C:36]2[C:31](=[CH:32][C:33]([CH2:39][CH2:40][N:12]3[C:11](=[O:15])[CH:10]=[C:9]([O:8][CH2:1][C:2]4[CH:7]=[CH:6][CH:5]=[CH:4][CH:3]=4)[CH:14]=[N:13]3)=[CH:34][CH:35]=2)[CH2:30]1)=[O:28])([CH3:25])([CH3:24])[CH3:23] |f:1.2.3|. Procedure: To 245 mg (1.21 mmol) 5-benzyloxy-2H-pyridazin-3-one (preparation 5c) in 1.2 mL DMF is added 791 mg (2.43 mmol) cesium carbonate and after 15 min 470 mg (1.21 mmol) 7-(2-iodoethyl)-3,4-dihydro-1H-isoquinoline-2-carboxylic acid tert-butyl ester (preparation 8). The reaction mixture is stirred overnight at RT and the precipitate is removed by filtration. The solvent is evaporated, the residue is dissolved in DMF and purified via reverse HPLC chromatography (Waters symmetry, C18; water (0.15% formi... Reactants: CC(=CCCC(C)=O)CCC(=C(C)C)C (6,9,10-trimethyl-undeca-5,9-dien-2-one), ClC1=CC(=CC=C1)C(=O)OO (m-chloro perbenzoic acid). Solvent: C(Cl)Cl (methylene chloride), C(Cl)Cl (methylene chloride). Reaction conditions: time 1 hour. Product: O1C(CCC(=CCCC(C)=O)C)(C1(C)C)C (9,10-epoxy-6,9,10-trimethyl-undec-5-en-2-one). RXN SMILES: [CH3:1][C:2]([CH2:9][CH2:10][C:11]([CH3:15])=[C:12]([CH3:14])[CH3:13])=[CH:3][CH2:4][CH2:5][C:6](=[O:8])[CH3:7].ClC1C=CC=C(C(OO)=[O:24])C=1>C(Cl)Cl>[O:24]1[C:12]([CH3:14])([CH3:13])[C:11]1([CH3:15])[CH2:10][CH2:9][C:2]([CH3:1])=[CH:3][CH2:4][CH2:5][C:6](=[O:8])[CH3:7]. Reported procedure: To a solution of 100 g. of 6,9,10-trimethyl-undeca-5,9-dien-2-one in 2,000 ml. of methylene chloride, there was added, while cooling with ice, 100 g. of m-chloro perbenzoic acid. The resulting mixture was allowed to stand while constantly stirring at room temperature for 1 hour. The resulting mixture was diluted with 1,000 ml. of methylene chloride. The resulting solution was washed with ice-cold 1-N sodium hydroxide solution and with a saturated sodium chloride solution, dried over sodium sulfa...